Dataset: the Open Reaction Database (ORD), a public repository of structured organic reaction records. Task: describe an organic reaction: reactants, conditions, products, and yield The reactants are CC(C)(C)[Si](C)(C)Oc1ccc2[nH]ncc2c1, ClCCl, O=C1CCC(=O)N1I. The product is CC(C)(C)[Si](C)(C)Oc1ccc2[nH]nc(I)c2c1. Reaction SMILES: [C:1]([CH3:2])([CH3:3])([CH3:4])[Si:5]([O:6][c:7]1[cH:8][c:9]2[cH:10][n:11][nH:12][c:13]2[cH:14][cH:15]1)([CH3:16])[CH3:17].[Cl:26][CH2:27][Cl:28].[I:18][N:19]1[C:20](=[O:21])[CH2:22][CH2:23][C:24]1=[O:25]>>[C:1]([CH3:2])([CH3:3])([CH3:4])[Si:5]([O:6][c:7]1[cH:8][c:9]2[c:10]([I:18])[n:11][nH:12][c:13]2[cH:14][cH:15]1)([CH3:16])[CH3:17]. Yield: 61.9%. Run in CN(C)C=O (DMF). Conditions: temperature 120 celsius. Starting materials: COC(=O)C1=NC(=C2C=CC(N(C2=C1O)CC1=CC=CC=C1)=O)I (1-benzyl-8-hydroxy-5-iodo-2-oxo-1,2-dihydro-[1,6]naphthyridine-7-carboxylic acid methyl ester), C(#N)[Cu] (CuCN), C(Cl)Cl (CH2Cl2), Cl (HCl). Procedure: A mixture of 1-benzyl-8-hydroxy-5-iodo-2-oxo-1,2-dihydro-[1,6]naphthyridine-7-carboxylic acid methyl ester (113 mg, 0.26 mmol) and CuCN (46 mg, 0.52 mmol) in DMF (3 mL) was heated at 120° C. for 8 min. After cooling to r.t., CH2Cl2 (50 mL) and 4 M HCl (50 mL) were added. The mixture was stirred vigorously until no more solid was present. The aqueous layer was extracted with additional CH2Cl2, and organic layers were combined, washed with water, and dried over MgSO4. After evaporating the solvent... Yields the product COC(=O)C1=NC(=C2C=CC(N(C2=C1O)CC1=CC=CC=C1)=O)C#N (1-Benzyl-5-cyano-8-hydroxy-2-oxo-1,2-dihydro-[1,6]naphthyridine-7-carboxylic acid methyl ester). As a reaction SMILES: [CH3:1][O:2][C:3]([C:5]1[C:14]([OH:15])=[C:13]2[C:8]([CH:9]=[CH:10][C:11](=[O:23])[N:12]2[CH2:16][C:17]2[CH:22]=[CH:21][CH:20]=[CH:19][CH:18]=2)=[C:7](I)[N:6]=1)=[O:4].[C:25]([Cu])#[N:26].C(Cl)Cl.Cl>CN(C=O)C>[CH3:1][O:2][C:3]([C:5]1[C:14]([OH:15])=[C:13]2[C:8]([CH:9]=[CH:10][C:11](=[O:23])[N:12]2[CH2:16][C:17]2[CH:22]=[CH:21][CH:20]=[CH:19][CH:18]=2)=[C:7]([C:25]#[N:26])[N:6]=1)=[O:4]. Product: C(C)(=O)NN=CC=1C(=NC(=CC1)N1CCN(CC1)C)F (2-Fluoro-6-(4-methyl-1-piperazinyl)pyridine-3-carboxaldehyde acetylhydrazone). Procedure: 2-Fluoro-6-(4-methyl-1-piperazinyl)pyridine-3-carboxaldehyde (3.35 g, 0.015 mole) was dissolved in 20 mL of EtOH and treated with acetylhydrazine (2.2 g, 0.030 mole). This reaction mixture was stirred for 72 hours and then the product was filtered off and recrystallized from EtOAc to give 2.85 g, mp 210°-212° C. Run in CCO (EtOH). Run at time 72 hour. As a reaction SMILES: [F:1][C:2]1[C:7]([CH:8]=O)=[CH:6][CH:5]=[C:4]([N:10]2[CH2:15][CH2:14][N:13]([CH3:16])[CH2:12][CH2:11]2)[N:3]=1.[C:17]([NH:20][NH2:21])(=[O:19])[CH3:18]>CCO>[C:17]([NH:20][N:21]=[CH:8][C:7]1[C:2]([F:1])=[N:3][C:4]([N:10]2[CH2:15][CH2:14][N:13]([CH3:16])[CH2:12][CH2:11]2)=[CH:5][CH:6]=1)(=[O:19])[CH3:18]. The reactants are FC1=NC(=CC=C1C=O)N1CCN(CC1)C (2-Fluoro-6-(4-methyl-1-piperazinyl)pyridine-3-carboxaldehyde), C(C)(=O)NN (acetylhydrazine). Starting materials: C(C1=CC=CC=C1)OC(=O)N1[C@H](CCC1)CC1=CNC2=CC=C(C=C12)C1=CC(=CC=C1)C(N)=O (3-(1-Benzyloxycarbonylpyrrolidin-2(R)-ylmethyl)-5-(3-carbamoylphenyl)-1H-indole). Run in C(C)O (ethanol). The product is C(N)(=O)C=1C=C(C=CC1)C=1C=C2C(=CNC2=CC1)C[C@@H]1NCCC1 (5-(3-Carbamoylphenyl)-3-(pyrrolidin-2(R)-ylmethyl)-1H-indole). Yield: 77.7%. Reaction SMILES: C(OC([N:11]1[CH2:15][CH2:14][CH2:13][C@@H:12]1[CH2:16][C:17]1[C:25]2[C:20](=[CH:21][CH:22]=[C:23]([C:26]3[CH:31]=[CH:30][CH:29]=[C:28]([C:32](=[O:34])[NH2:33])[CH:27]=3)[CH:24]=2)[NH:19][CH:18]=1)=O)C1C=CC=CC=1>C(O)C>[C:32]([C:28]1[CH:27]=[C:26]([C:23]2[CH:24]=[C:25]3[C:20](=[CH:21][CH:22]=2)[NH:19][CH:18]=[C:17]3[CH2:16][C@H:12]2[CH2:13][CH2:14][CH2:15][NH:11]2)[CH:31]=[CH:30][CH:29]=1)(=[O:34])[NH2:33]. Procedure details: 3-(1-Benzyloxycarbonylpyrrolidin-2(R)-ylmethyl)-5-(3-carbamoylphenyl)-1H-indole (700 mg, 1.391 mmol) (see Preparation 40) in ethanol was reduced using catalytic hydrogenation, as described in Example 35. This gave the title compound as a white foam (345 mg). Found: C,71.16; H,6.98; N,12.34; C20H21N3O.H2O requires: C,71.19; H,6.87; N, 12.45. Starting materials: C1(CC1)NC(C)C1=CC(=NC(=C1)OC)/C=C/CNC(OC)=O (Methyl ((2E)-3-{4-[1-(cyclopropylamino)ethyl]-6-methoxypyridin-2-yl}prop-2-en-1-yl)carbamate), C(C)(C)(C)OC(=O)N1C[C@@H](OCC1)C(=O)O ((2R)-4-(tert-butoxycarbonyl)morpholine-2-carboxylic acid). Product: C1(CC1)N(C(=O)[C@H]1CN(CCO1)C(=O)OC(C)(C)C)C(C)C1=CC(=NC(=C1)\C=C\CNC(=O)OC)OC (tert-butyl (2R)-2-({cyclopropyl[1-(2-methoxy-6-{(1E)-3-[(methoxycarbonyl)amino]prop-1-en-1-yl}pyridin-4-yl)ethyl]amino}carbonyl)morpholine-4-carboxylate). As a reaction SMILES: [CH:1]1([NH:4][CH:5]([C:7]2[CH:12]=[C:11]([O:13][CH3:14])[N:10]=[C:9](/[CH:15]=[CH:16]/[CH2:17][NH:18][C:19](=[O:22])[O:20][CH3:21])[CH:8]=2)[CH3:6])[CH2:3][CH2:2]1.[C:23]([O:27][C:28]([N:30]1[CH2:35][CH2:34][O:33][C@@H:32]([C:36](O)=[O:37])[CH2:31]1)=[O:29])([CH3:26])([CH3:25])[CH3:24]>>[CH:1]1([N:4]([CH:5]([C:7]2[CH:8]=[C:9](/[CH:15]=[CH:16]/[CH2:17][NH:18][C:19]([O:20][CH3:21])=[O:22])[N:10]=[C:11]([O:13][CH3:14])[CH:12]=2)[CH3:6])[C:36]([C@@H:32]2[O:33][CH2:34][CH2:35][N:30]([C:28]([O:27][C:23]([CH3:26])([CH3:25])[CH3:24])=[O:29])[CH2:31]2)=[O:37])[CH2:3][CH2:2]1. Procedure details: Methyl ((2E)-3-{4-[1-(cyclopropylamino)ethyl]-6-methoxypyridin-2-yl}prop-2-en-1-yl)carbamate and (2R)-4-(tert-butoxycarbonyl)morpholine-2-carboxylic acid were treated in the similar manner to Example 162 to give tert-butyl (2R)-2-({cyclopropyl[1-(2-methoxy-6-{(1E)-3-[(methoxycarbonyl)amino]prop-1-en-1-yl}pyridin-4-yl)ethyl]amino}carbonyl)morpholine-4-carboxylate [Ex(298-3)] as a colorless oil. Starting materials: O=C(c1ccccc1)c1ccc(Br)cc1, Cc1ccccc1, c1ccc(Nc2ccccc2)cc1. The product is O=C(c1ccccc1)c1ccc(N(c2ccccc2)c2ccccc2)cc1. As a reaction SMILES: [Br:1][c:2]1[cH:3][cH:4][c:5]([C:8](=[O:9])[c:10]2[cH:11][cH:12][cH:13][cH:14][cH:15]2)[cH:6][cH:7]1.[CH3:29][c:30]1[cH:31][cH:32][cH:33][cH:34][cH:35]1.[NH:16]([c:17]1[cH:18][cH:19][cH:20][cH:21][cH:22]1)[c:23]1[cH:24][cH:25][cH:26][cH:27][cH:28]1>>[c:2]1([N:16]([c:17]2[cH:18][cH:19][cH:20][cH:21][cH:22]2)[c:23]2[cH:24][cH:25][cH:26][cH:27][cH:28]2)[cH:3][cH:4][c:5]([C:8](=[O:9])[c:10]2[cH:11][cH:12][cH:13][cH:14][cH:15]2)[cH:6][cH:7]1.